This data is from the Open Reaction Database (ORD), a public repository of structured organic reaction records. The task is: describe an organic reaction: reactants, conditions, products, and yield Reactants: palladiumtetrakistriphenylphosphine, [Cl-].[Li+] (lithium chloride), C([O-])([O-])=O.[Na+].[Na+] (sodium carbonate), CC1=CC=C(C=C1)B(O)O (4-methylphenylboronic acid), C1OC23[C@]4(C)[C@@H](CC2(OCCO3)OC1)[C@@H]1CC=C3CCCC[C@@H]3[C@H]1C(=C4)OS(=O)(=O)C(F)(F)F (17,17-bis-(ethylenedioxy)-11-trifluoromethylsulfonyloxy-5,11-estradiene), C1(=CC=CC=C1)C (toluene), [Cl-].[Na+] (sodium chloride). Solvent: C(C)O (ethanol). Conditions: temperature 95 celsius, time 1 hour. The product is COC1=CC=C(C=C1)[C@@H]1[C@@H]2[C@H]3CCC(C=C3CC[C@H]2[C@@H]2CCC([C@@]2(C)C1)=O)=O (11β-(4-Methoxyphenyl)-4-estrene-3,17-dione). Reaction SMILES: C1CO[C:8]23OCC[O:12][C:3]2([C@:4]2([CH:26]=C(OS(C(F)(F)F)(=O)=O)[C@H:24]4[C@@H:15]([CH2:16][CH:17]=[C:18]5[C@@H:23]4[CH2:22][CH2:21][CH2:20][CH2:19]5)[C@@H:6]2[CH2:7]3)[CH3:5])O1.[Cl-].[Li+].[C:37](=O)([O-])[O-:38].[Na+].[Na+].CC1C=CC(B(O)[OH:51])=CC=1.[Cl-].[Na+].[C:55]1([CH3:61])[CH:60]=[CH:59][CH:58]=[CH:57][CH:56]=1>C(O)C>[CH3:37][O:38][C:58]1[CH:59]=[CH:60][C:55]([C@H:61]2[CH2:5][C@@:4]3([CH3:26])[C@@H:6]([CH2:7][CH2:8][C:3]3=[O:12])[C@H:15]3[C@H:24]2[C@@H:23]2[C:22]([CH2:17][CH2:16]3)=[CH:21][C:20](=[O:51])[CH2:19][CH2:18]2)=[CH:56][CH:57]=1 |f:1.2,3.4.5,7.8|. Procedure details: 17,17-bis-(ethylenedioxy)-11-trifluoromethylsulfonyloxy-5,11-estradiene is dissolved in a mixture of 31 ml of toluene and 14 ml of ethanol and mixed in succession with 0.2 g of palladiumtetrakistriphenylphosphine, 0.29 g of lithium chloride, 4.4 ml of 2 molar sodium carbonate solution and 0.5 g (3.7 mmol) of 4-methylphenylboronic acid. The reaction mixture is then stirred for 1 hour at 95° C., cooled to room temperature and mixed with saturated sodium chloride solution. The organic phase is sepa... Starting materials: OCCC1=CC=C(C=C1)[C@H](C)N1C(O[C@](CC1)(C1=CC=CC=C1)CCCOCC1=CC=C(C=C1)OC)=O ((R)-3-((S)-1-(4-(2-hydroxyethyl)phenyl)ethyl)-6-(3-(4-methoxybenzyloxy)propyl)-6-phenyl-1,3-oxazinan-2-one), CC(=O)C.OS(=O)(=O)O.O=[Cr](=O)=O (Jones reagent). The solvent is CC(=O)C (acetone). Reaction conditions: time 30 minute. Product: COC1=CC=C(COCCC[C@@]2(CCN(C(O2)=O)[C@@H](C)C2=CC=C(C=C2)CC(=O)O)C2=CC=CC=C2)C=C1 (2-(4-((S)-1-((R)-6-(3-(4-methoxybenzyloxy)propyl)-2-oxo-6-phenyl-1,3-oxazinan-3-yl)ethyl)phenyl)acetic acid). Isolated yield 97.0%. Reaction SMILES: [OH:1][CH2:2][CH2:3][C:4]1[CH:9]=[CH:8][C:7]([C@@H:10]([N:12]2[CH2:17][CH2:16][C@:15]([CH2:24][CH2:25][CH2:26][O:27][CH2:28][C:29]3[CH:34]=[CH:33][C:32]([O:35][CH3:36])=[CH:31][CH:30]=3)([C:18]3[CH:23]=[CH:22][CH:21]=[CH:20][CH:19]=3)[O:14][C:13]2=[O:37])[CH3:11])=[CH:6][CH:5]=1.CC(C)=[O:40].OS(O)(=O)=O.O=[Cr](=O)=O>CC(C)=O>[CH3:36][O:35][C:32]1[CH:31]=[CH:30][C:29]([CH2:28][O:27][CH2:26][CH2:25][CH2:24][C@@:15]2([C:18]3[CH:23]=[CH:22][CH:21]=[CH:20][CH:19]=3)[O:14][C:13](=[O:37])[N:12]([C@H:10]([C:7]3[CH:8]=[CH:9][C:4]([CH2:3][C:2]([OH:40])=[O:1])=[CH:5][CH:6]=3)[CH3:11])[CH2:17][CH2:16]2)=[CH:34][CH:33]=1 |f:1.2.3|. Procedure: To a solution of (R)-3-((S)-1-(4-(2-hydroxyethyl)phenyl)ethyl)-6-(3-(4-methoxybenzyloxy)propyl)-6-phenyl-1,3-oxazinan-2-one (260 mg, 0.517 mmol) in acetone (2 mL) was added Jones reagent (0.25 mL, 2.5 mol/L), and the formed mixture was stirred for 30 min. The mixture was extracted with EtOAc. The combined organic layer was concentrated to give crude 2-(4-((S)-1-((R)-6-(3-(4-methoxybenzyloxy)propyl)-2-oxo-6-phenyl-1,3-oxazinan-3-yl)ethyl)phenyl)acetic acid (260 mg, 97%), which was used for the ne... Starting materials: COC(CNS(=O)(=O)C1=CC=C(C=C1)C)=O (p-toluenesulfonylglycine methyl ester), C([O-])([O-])=O.[K+].[K+] (potassium carbonate), [I-].[Na+] (sodium iodide), COC(C1=C(C=C(C=C1)OC1=CC=CC=C1)CCl)=O (2-chloromethyl-4-phenoxybenzoic acid methyl ester), C[O-].[Na+] (Sodium methoxide). Solvent: O (water), C(C)(=O)O (Acetic acid), CN(C)C=O (DMF), CO (methanol). The product is COC(=O)C=1N=CC2=CC(=CC=C2C1O)OC1=CC=CC=C1 (4-Hydroxy-7-phenoxyisoquinoline-3-carboxylic acid methyl ester). Reaction SMILES: CO[C:3](=[O:19])[C:4]1[CH:9]=[CH:8][C:7]([O:10][C:11]2[CH:16]=[CH:15][CH:14]=[CH:13][CH:12]=2)=[CH:6][C:5]=1[CH2:17]Cl.[CH3:20][O:21][C:22](=[O:35])[CH2:23][NH:24]S(C1C=CC(C)=CC=1)(=O)=O.C(=O)([O-])[O-].[K+].[K+].[I-].[Na+].C[O-].[Na+]>CN(C=O)C.CO.O.C(O)(=O)C>[CH3:20][O:21][C:22]([C:23]1[N:24]=[CH:17][C:5]2[C:4]([C:3]=1[OH:19])=[CH:9][CH:8]=[C:7]([O:10][C:11]1[CH:12]=[CH:13][CH:14]=[CH:15][CH:16]=1)[CH:6]=2)=[O:35] |f:2.3.4,5.6,7.8|. Procedure: A reactor was charged with a solution of 2-chloromethyl-4-phenoxybenzoic acid methyl ester (˜68 Kg) in DMF, and stirring was initiated. The reactor was then charged with p-toluenesulfonylglycine methyl ester (66 Kg), potassium carbonate (60 Kg), and sodium iodide (4 Kg). The mixture was heated to at least 50° C. until reaction completion. The mixture was cooled. Sodium methoxide in methanol was charged and the mixture was stirred until reaction completion. Acetic acid and water were added, and t... The reactants are BrC[C@H](CC=1NC=NC1)N ((S)-1-bromomethyl-2-(3H-imidazol-4-yl)-ethylamine), C(C)(=O)[O-].[Na+] (sodium acetate). Reagents/catalysts: [Pd] (palladium). Solvent: C(C)(=O)O (acetic acid). Conditions: time 60 hour. The product is N1=CNC(=C1)C[C@@H](C)N ((R)-2-(3H-imidazol-4-yl)-1-methyl-ethylamine). Reaction SMILES: Br[CH2:2][C@@H:3]([NH2:10])[CH2:4][C:5]1[NH:6][CH:7]=[N:8][CH:9]=1.C([O-])(=O)C.[Na+]>C(O)(=O)C.[Pd]>[N:8]1[CH:9]=[C:5]([CH2:4][C@H:3]([NH2:10])[CH3:2])[NH:6][CH:7]=1 |f:1.2|. Reported procedure: 1.5 g (S)-1-bromomethyl-2-(3H-imidazol-4-yl)-ethylamine and 1.87 g sodium acetate are dissolved in 94 mL acetic acid (10%). After the addition of 400 mg palladium/C the suspension is shaken under 3.5 bar H2 pressure at RT for about 60 h. After the catalyst has been filtered off the solvent is eliminated in vacuo and the crude product is used without further purification in the following reaction step. Reactants: [Al+3], CCOC(C)=O, CCOCC, COC(=O)Cc1cc(-c2ccc(S(C)(=O)=O)cc2)c(-c2ccc(F)cc2)s1, [H-], [H-], [H-], [H-], [Li+], O=S(=O)(O)O. Yields the product CS(=O)(=O)c1ccc(-c2cc(CCO)sc2-c2ccc(F)cc2)cc1. RXN SMILES: [Al+3:29].[CH3:34][CH2:35][O:36][C:37](=[O:38])[CH3:39].[CH3:45][CH2:46][O:47][CH2:48][CH3:49].[F:1][c:2]1[cH:3][cH:4][c:5](-[c:8]2[c:9](-[c:18]3[cH:19][cH:20][c:21]([S:24](=[O:25])(=[O:26])[CH3:27])[cH:22][cH:23]3)[cH:10][c:11]([CH2:13][C:14](=[O:15])[O:16][CH3:17])[s:12]2)[cH:6][cH:7]1.[H-:28].[H-:31].[H-:32].[H-:33].[Li+:30].[S:40](=[O:41])(=[O:42])([OH:43])[OH:44]>>[F:1][c:2]1[cH:3][cH:4][c:5](-[c:8]2[c:9](-[c:18]3[cH:19][cH:20][c:21]([S:24](=[O:25])(=[O:26])[CH3:27])[cH:22][cH:23]3)[cH:10][c:11]([CH2:13][CH2:14][OH:15])[s:12]2)[cH:6][cH:7]1. The reactants are OC1=C(C=C(/C=C/C(=O)OC)C=C1)OC (methyl (E)-4-hydroxy-3-methoxycinnamate), BrCCCCCCO (6-bromohexanol), C([O-])([O-])=O.[K+].[K+] (potassium carbonate). The solvent is CC(CC)=O (2-butanone). Yields the product COC=1C=C(C=CC1OCCCCCCO)/C=C/C(=O)OC (methyl (E)-3-[3-methoxy-4-(6-hydroxyhexyloxy)phenyl]acrylate). RXN SMILES: [OH:1][C:2]1[CH:13]=[CH:12][C:5](/[CH:6]=[CH:7]/[C:8]([O:10][CH3:11])=[O:9])=[CH:4][C:3]=1[O:14][CH3:15].Br[CH2:17][CH2:18][CH2:19][CH2:20][CH2:21][CH2:22][OH:23].C(=O)([O-])[O-].[K+].[K+]>CC(=O)CC>[CH3:15][O:14][C:3]1[CH:4]=[C:5](/[CH:6]=[CH:7]/[C:8]([O:10][CH3:11])=[O:9])[CH:12]=[CH:13][C:2]=1[O:1][CH2:17][CH2:18][CH2:19][CH2:20][CH2:21][CH2:22][OH:23] |f:2.3.4|. Procedure details: A mixture of 0.5 g of methyl (E)-4-hydroxy-3-methoxycinnamate, 10 ml of 2-butanone, 0.35 ml of 6-bromohexanol and 1 g of ground potassium carbonate was heated under reflux for 5 hrs. Then, the reaction mixture was cooled and partitioned between ethyl acetate and water. The organic phase was dried over magnesium sulphate, filtered and evaporated. Chromatography on 100 g of silica gel with toluene/ethyl acetate (1:1) gave 750 ml of methyl (E)-3-[3-methoxy-4-(6-hydroxyhexyloxy)phenyl]acrylate as a ... The reactants are FC(F)(F)c1ccccc1CBr, CN(C)C=O, [K+], [K+], O=C([O-])[O-], O, COCCNC(=O)c1cc2c(cn1)ncn2-c1cc(O)c(C(=O)OC)s1. Yields the product COCCNC(=O)c1cc2c(cn1)ncn2-c1cc(OCc2ccccc2C(F)(F)F)c(C(=O)OC)s1. RXN SMILES: [Br:33][CH2:34][c:35]1[c:36]([C:41]([F:42])([F:43])[F:44])[cH:37][cH:38][cH:39][cH:40]1.[CH3:46][N:47]([CH3:48])[CH:49]=[O:50].[K+:27].[K+:28].[O-:29][C:30]([O-:31])=[O:32].[OH2:45].[OH:1][c:2]1[c:3]([C:23](=[O:24])[O:25][CH3:26])[s:4][c:5](-[n:7]2[cH:8][n:9][c:10]3[cH:11][n:12][c:13]([C:16]([NH:17][CH2:18][CH2:19][O:20][CH3:21])=[O:22])[cH:14][c:15]23)[cH:6]1>>[O:1]([c:2]1[c:3]([C:23](=[O:24])[O:25][CH3:26])[s:4][c:5](-[n:7]2[cH:8][n:9][c:10]3[cH:11][n:12][c:13]([C:16]([NH:17][CH2:18][CH2:19][O:20][CH3:21])=[O:22])[cH:14][c:15]23)[cH:6]1)[CH2:34][c:35]1[c:36]([C:41]([F:42])([F:43])[F:44])[cH:37][cH:38][cH:39][cH:40]1. Starting materials: O=C([O-])O, CO, Fc1ccc(-c2cc(Cl)nc(Cl)n2)cc1Cl, FC(F)(F)c1cccnc1N1CCNCC1, [Na+]. The product is Fc1ccc(-c2cc(N3CCN(c4ncccc4C(F)(F)F)CC3)nc(Cl)n2)cc1Cl. Reaction SMILES: [C:17](=[O:18])([OH:19])[O-:20].[CH3:38][OH:39].[Cl:1][c:2]1[n:3][c:4](-[c:9]2[cH:10][c:11]([Cl:16])[c:12]([F:15])[cH:13][cH:14]2)[cH:5][c:6]([Cl:8])[n:7]1.[F:22][C:23]([c:24]1[c:25]([N:30]2[CH2:31][CH2:32][NH:33][CH2:34][CH2:35]2)[n:26][cH:27][cH:28][cH:29]1)([F:36])[F:37].[Na+:21]>>[Cl:1][c:2]1[n:3][c:4](-[c:9]2[cH:10][c:11]([Cl:16])[c:12]([F:15])[cH:13][cH:14]2)[cH:5][c:6]([N:33]2[CH2:32][CH2:31][N:30]([c:25]3[c:24]([C:23]([F:22])([F:36])[F:37])[cH:29][cH:28][cH:27][n:26]3)[CH2:35][CH2:34]2)[n:7]1. Reactants: Cl (HCl), BrC1=CC2=C(C=3N=C(SC3CCO2)C=2N(N=C(N2)C)C(C)C)C=C1 (8-Bromo-2-(2-isopropyl-5-methyl-2H-[1,2,4]triazol-3-yl)-4,5-dihydro-6-oxa-3-thia-1-aza-benzo[e]azulene), O1C(CCCC1)OCCN1N=CC(=C1)B1OC(C(O1)(C)C)(C)C (1-(2-(tetrahydro-2H-pyran-2-yloxy)ethyl)-4-(4,4,5,5-tetramethyl-1,3,2-dioxaborolan-2-yl)-1H-pyrazole), O1C(CCCC1)OC1OCCCC1 (tetrahydropyranyl ether). Product: C(C)(C)N1N=C(N=C1C=1SC=2CCOC3=C(C2N1)C=CC(=C3)C=3C=NN(C3)CCO)C (2-{4-[2-(2-Isopropyl-5-methyl-2H-[1,2,4]triazol-3-yl)-4,5-dihydro-6-oxa-3-thia-1-aza-benzo[e]azulen-8-yl]-pyrazol-1-yl}-ethanol). RXN SMILES: Br[C:2]1[CH:24]=[CH:23][C:5]2[C:6]3[N:7]=[C:8]([C:14]4[N:15]([CH:20]([CH3:22])[CH3:21])[N:16]=[C:17]([CH3:19])[N:18]=4)[S:9][C:10]=3[CH2:11][CH2:12][O:13][C:4]=2[CH:3]=1.O1CCCCC1[O:31][CH2:32][CH2:33][N:34]1[CH:38]=[C:37](B2OC(C)(C)C(C)(C)O2)[CH:36]=[N:35]1.O1CCCCC1OC1CCCCO1.Cl>>[CH:20]([N:15]1[C:14]([C:8]2[S:9][C:10]3[CH2:11][CH2:12][O:13][C:4]4[CH:3]=[C:2]([C:37]5[CH:36]=[N:35][N:34]([CH2:33][CH2:32][OH:31])[CH:38]=5)[CH:24]=[CH:23][C:5]=4[C:6]=3[N:7]=2)=[N:18][C:17]([CH3:19])=[N:16]1)([CH3:22])[CH3:21]. Procedure: Similarly to as described in General Procedure C: 8-Bromo-2-(2-isopropyl-5-methyl-2H-[1,2,4]triazol-3-yl)-4,5-dihydro-6-oxa-3-thia-1-aza-benzo[e]azulene was reacted with 1-(2-(tetrahydro-2H-pyran-2-yloxy)ethyl)-4-(4,4,5,5-tetramethyl-1,3,2-dioxaborolan-2-yl)-1H-pyrazole. Subsequent to the Suzuki coupling, deprotection of the tetrahydropyranyl ether was accomplished by adding 2N HCl to the crude reaction mixture. Purification by reverse phase HPLC gave 287 as a colorless solid (53 mg). LCMS: 437....